From a dataset of the Open Reaction Database (ORD), a public repository of structured organic reaction records. describe an organic reaction: reactants, conditions, products, and yield Reactants: ClC1=C2C(=NC=C1)C=C(S2)C=2C=NC(N(C2)CCN2CCOCC2)=O (5-(7-Chlorothieno[3,2-b]pyridin-2-yl)-1-(2-morpholinoethyl)pyrimidin-2(1H)-one), FC1=C(C=CC(=C1)[N+](=O)[O-])O (2-fluoro-4-nitrophenol), C(=O)([O-])[O-].[K+].[K+] (K2CO3). The solvent is O(C1=CC=CC=C1)C1=CC=CC=C1 (Ph2O). Reaction conditions: temperature 100 celsius, time 1 hour. Product: FC1=C(OC2=C3C(=NC=C2)C=C(S3)C=3C=NC(N(C3)CCN3CCOCC3)=O)C=CC(=C1)[N+](=O)[O-] (5-(7-(2-Fluoro-4-nitrophenoxy)thieno[3,2-b]pyridin-2-yl)-1-(2-morpholinoethyl)pyrimidin-2(1H)-one). Isolated yield 25.8%. RXN SMILES: Cl[C:2]1[CH:7]=[CH:6][N:5]=[C:4]2[CH:8]=[C:9]([C:11]3[CH:12]=[N:13][C:14](=[O:25])[N:15]([CH2:17][CH2:18][N:19]4[CH2:24][CH2:23][O:22][CH2:21][CH2:20]4)[CH:16]=3)[S:10][C:3]=12.[F:26][C:27]1[CH:32]=[C:31]([N+:33]([O-:35])=[O:34])[CH:30]=[CH:29][C:28]=1[OH:36].C([O-])([O-])=O.[K+].[K+]>O(C1C=CC=CC=1)C1C=CC=CC=1>[F:26][C:27]1[CH:32]=[C:31]([N+:33]([O-:35])=[O:34])[CH:30]=[CH:29][C:28]=1[O:36][C:2]1[CH:7]=[CH:6][N:5]=[C:4]2[CH:8]=[C:9]([C:11]3[CH:12]=[N:13][C:14](=[O:25])[N:15]([CH2:17][CH2:18][N:19]4[CH2:24][CH2:23][O:22][CH2:21][CH2:20]4)[CH:16]=3)[S:10][C:3]=12 |f:2.3.4|. Procedure: To a solution of the pyridone 414 (236 mg, 0.63 mmol) in Ph2O (1.3 mL) was added 2-fluoro-4-nitrophenol (197 mg, 1.26 mmol) and K2CO3 (173 mg, 1.26 mmol). The mixture was stirred at 100° C. for 1 h, then at 180° C. for 2 h, cooled and evaporated under reduced pressure. The residue was purified by flash chromatography with a gradient of methanol (2-10%) in dichloromethane to give title compound 415 (81 mg, 26% yield). MS (m/z): 498.0 (M+H). 1H NMR (DMSO-d6) δ (ppm): 9.16 (d, J=3.3 Hz, 1H), 8.66 (... Starting materials: BrC1=C(C(=O)O)C=C(C=C1)OC (2-bromo-5-methoxybenzoic acid), BrC1=C(C=C(C=C1)Cl)COCOC (2-Bromo-5-chloro-1-(methoxymethoxymethyl)benzene). Product: BrC1=C(C=C(C=C1)OC)COCOC (2-Bromo-5-methoxy-1-(methoxymethoxymethyl)benzene). Reaction SMILES: [Br:1][C:2]1[CH:10]=[CH:9][C:8]([O:11][CH3:12])=[CH:7][C:3]=1[C:4]([OH:6])=O.BrC1C=CC(Cl)=CC=1[CH2:21][O:22][CH2:23]OC>>[Br:1][C:2]1[CH:10]=[CH:9][C:8]([O:11][CH3:12])=[CH:7][C:3]=1[CH2:4][O:6][CH2:21][O:22][CH3:23]. Procedure: This compound was made from 2-bromo-5-methoxybenzoic acid in the same manner as compound 18d: 1H NMR (300 MHz, DMSO-d6): δ 3.30 (s, 1H), 3.74 (s, 3H), 4.50 (s, 2H), 4.69 (s, 2H), 6.83 (dd, J=8.8, 2.9 Hz, 1H), 7.40 (d, J=2.9 Hz, 1H), 7.48 (d, J=8.8 Hz, 1H). Starting materials: C(C1=CC=CC=C1)OC1=C(C=CC=C1)C1(CC1)C=1SC(=C(N1)C1=C(C=C(C(=C1)C)OC)Cl)C (2-[1-(2-Benzyloxy-phenyl)-cyclopropyl)-4-(2-chloro-4-methoxy-5-methyl-phenyl)-5-methyl-thiazole), C(C)O (ethanol), C1=CCC=CC1 (1,4-cyclohexadiene). Conditions: time 2 day. The product is ClC1=C(C=C(C(=C1)OC)C)C=1N=C(SC1C)C1(CC1)C1=C(C=CC=C1)O (2-{1-[4-(2-Chloro-4-methoxy-5-methyl-phenyl)-5-methyl-thiazol-2-yl]-cyclopropyl}-phenol). As a reaction SMILES: C([O:8][C:9]1[CH:14]=[CH:13][CH:12]=[CH:11][C:10]=1[C:15]1([C:18]2[S:19][C:20]([CH3:33])=[C:21]([C:23]3[CH:28]=[C:27]([CH3:29])[C:26]([O:30][CH3:31])=[CH:25][C:24]=3[Cl:32])[N:22]=2)[CH2:17][CH2:16]1)C1C=CC=CC=1.C(O)C.C1CC=CCC=1>>[Cl:32][C:24]1[CH:25]=[C:26]([O:30][CH3:31])[C:27]([CH3:29])=[CH:28][C:23]=1[C:21]1[N:22]=[C:18]([C:15]2([C:10]3[CH:11]=[CH:12][CH:13]=[CH:14][C:9]=3[OH:8])[CH2:17][CH2:16]2)[S:19][C:20]=1[CH3:33]. Procedure: 2-[1-(2-Benzyloxy-phenyl)-cyclopropyl)-4-(2-chloro-4-methoxy-5-methyl-phenyl)-5-methyl-thiazole (0.95 g, 2 mmol) was dissolved in dry ethanol (100 mL) 30% palladium on carbon (0.39 g, 1.1 mmol) and 1,4-cyclohexadiene (20 mL, 210 mmol) was added. The reaction mixture was stirred for 2 d at room temperature. The mixture was filtered through Celite concentrated, and purified by chromatography on silica using an ethyl acetate/hexane gradient, the title compound was obtained as a white powder. Yield:... Starting materials: C(C1=CC=CC=C1)OC1=CC=C(CN(C(COC2=CC=C(C=C2)C[C@@H](C(=O)OCC)OCC)=O)CCCC)C=C1 (ethyl(2S)-3-(4-{2-[[4-(benzyloxy)benzyl](butyl)amino]-2-oxoethoxy}phenyl)-2-ethoxypropanoate), [Li+].[OH-] (LiOH). Run in O (water), [OH-].[K+] (KOH), C(C)#N (acetonitrile). Run at time 8 hour. Product: C(C1=CC=CC=C1)OC1=CC=C(CN(C(COC2=CC=C(C=C2)C[C@@H](C(=O)O)OCC)=O)CCCC)C=C1 ((2S)-3-(4-{2-[[4-(benzyloxy)benzyl](butyl)amino]-2-oxoethoxy}phenyl)-2-ethoxypropanoic acid). The yield is 64.1%. Reaction SMILES: [CH2:1]([O:8][C:9]1[CH:40]=[CH:39][C:12]([CH2:13][N:14]([CH2:35][CH2:36][CH2:37][CH3:38])[C:15](=[O:34])[CH2:16][O:17][C:18]2[CH:23]=[CH:22][C:21]([CH2:24][C@H:25]([O:31][CH2:32][CH3:33])[C:26]([O:28]CC)=[O:27])=[CH:20][CH:19]=2)=[CH:11][CH:10]=1)[C:2]1[CH:7]=[CH:6][CH:5]=[CH:4][CH:3]=1.[Li+].[OH-]>C(#N)C.O.[OH-].[K+]>[CH2:1]([O:8][C:9]1[CH:40]=[CH:39][C:12]([CH2:13][N:14]([CH2:35][CH2:36][CH2:37][CH3:38])[C:15](=[O:34])[CH2:16][O:17][C:18]2[CH:23]=[CH:22][C:21]([CH2:24][C@H:25]([O:31][CH2:32][CH3:33])[C:26]([OH:28])=[O:27])=[CH:20][CH:19]=2)=[CH:11][CH:10]=1)[C:2]1[CH:7]=[CH:6][CH:5]=[CH:4][CH:3]=1 |f:1.2,5.6|. Procedure: To a solution of ethyl(2S)-3-(4-{2-[[4-(benzyloxy)benzyl](butyl)amino]-2-oxoethoxy}phenyl)-2-ethoxypropanoate (0.116 g, 0.21 mmol) in acetonitrile (10 mL) was added aqueous 0.10 M LiOH (5 mL) and the reaction mixture was stirred at room temperature overnight. The solvent volume was reduced in vacuo and the remaining aqueous phase was diluted with water and aqueous 1 M KOH and washed with diethyl ether (2×50 mL). The aqueous phase was acidified with 5% HCl and extracted with ethyl acetate (3×50 m... The reactants are CSC1=CC=C(C=C1)CS(=S)=S ((4-methylsulfanyl-phenyl)-methanethiol disulfide), C1(CC1)[Mg]Br (cyclopropylmagnesium bromide). Solvent: [Cl-].[NH4+] (ammonium chloride), C(C)(=O)OCC (ethyl acetate), C1CCOC1 (THF). Reaction conditions: temperature 21 celsius, time 18 hour. The product is C1(CC1)SCC1=CC=C(C=C1)SC (1-cyclopropylsulfanylmethyl-4-methylsulfanyl-benzene). As a reaction SMILES: [CH3:1][S:2][C:3]1[CH:8]=[CH:7][C:6]([CH2:9][SH:10](=S)=S)=[CH:5][CH:4]=1.[CH:13]1([Mg]Br)[CH2:15][CH2:14]1>C1COCC1.[Cl-].[NH4+].C(OCC)(=O)C>[CH:13]1([S:10][CH2:9][C:6]2[CH:7]=[CH:8][C:3]([S:2][CH3:1])=[CH:4][CH:5]=2)[CH2:15][CH2:14]1 |f:3.4|. Procedure details: To a solution of (4-methylsulfanyl-phenyl)-methanethiol disulfide from Step 1 in THF (50 mL) at 21° C. was added cyclopropylmagnesium bromide (excess) dropwise. The reaction mixture was stirred 18 h at 21° C., then diluted with a saturated ammonium chloride solution and ethyl acetate. The organic extracts were washed (H2O), (brine), dried (MgSO4), filtered and concentrated. Purification by flash chromatography (eluting with hexane/ethyl acetate, 98:2) provided the 1-cyclopropylsulfanylmethyl-4-m...